describe an organic reaction: reactants, conditions, products, and yield From a dataset of the Open Reaction Database (ORD), a public repository of structured organic reaction records. The reactants are C(=O)([O-])[O-].[K+].[K+] (K2CO3), [Cl-].COC[P+](C1=CC=CC=C1)(C1=CC=CC=C1)C1=CC=CC=C1 (methoxymethyl triphenylphosphonium chloride), aldehyde, CC(C)(C)[O-].[Na+] (NaOtBu), C1(=CC=CC=C1)C1=NC=C(C=N1)C(C)=O (1-(2-Phenyl-pyrimidin-5-yl)-ethanone), enol ethers. Reagents/catalysts: C/C(=C(\[N+]#N)/P(=O)(OC)OC)/[O-] (Ohira-Bestmann reagent), [Hg](OC(=O)C)OC(=O)C (Hg(OAc)2). The solvent is CO (MeOH), C1CCOC1 (THF), CO (MeOH), C1CCOC1 (THF), C1CCOC1.O (THF H2O). Reaction conditions: temperature 0 celsius. Product: CC(C#C)C=1C=NC(=NC1)C1=CC=CC=C1 (5-(1-Methyl-prop-2-ynyl)-2-phenyl-pyrimidine). Isolated yield 725.3%. Reaction SMILES: [Cl-].[CH3:2]OC[P+](C1C=CC=CC=1)(C1C=CC=CC=1)C1C=CC=CC=1.[CH3:24][C:25]([O-])([CH3:27])[CH3:26].[Na+].[C:30]1([C:36]2[N:41]=[CH:40]C(C(=O)C)=[CH:38][N:37]=2)[CH:35]=[CH:34][CH:33]=[CH:32][CH:31]=1.C([O-])([O-])=O.[K+].[K+]>C1COCC1.C1COCC1.O.CO.[Hg](OC(C)=O)OC(C)=O.C/C(/[O-])=C(/P(OC)(OC)=O)\[N+]#N>[CH3:24][CH:25]([C:27]1[CH:38]=[N:37][C:36]([C:30]2[CH:35]=[CH:34][CH:33]=[CH:32][CH:31]=2)=[N:41][CH:40]=1)[C:26]#[CH:2] |f:0.1,2.3,5.6.7,9.10|. Reported procedure: According to a general procedure for homologation, methoxymethyl triphenylphosphonium chloride (2.3 g, 6.62 mmol) in dry THF (18 mL), NaOtBu (0.797 g, 8.3 mmol), ketone 42 (0.655 g, 3.31 mmol) in THF (6 mL) were stirred at 0° C. Following the general workup, the mixture of enol ethers (0.398 g, 1.76 mmol) in THF/H2O (9:1, 6 mL) were hydrolyzed using Hg(OAc)2 (1.680 g, 5.28 mmol) at room temperature. After the general extraction procedure, aldehyde (0.300 g, 1.41 mmol) in MeOH (4 mL), Ohira-Bestm...